From a dataset of the Open Reaction Database (ORD), a public repository of structured organic reaction records. describe an organic reaction: reactants, conditions, products, and yield The reactants are O1CCCC1 (tetrahydrofuran), CO (methanol), COC(CC1=C(C=C(C=C1)C#CC1=CC=2C(CCC(C2C=C1)=O)(C)C)F)=O ([2-fluoro-4-(8,8-dimethyl-5-oxo-5,6,7,8-tetrahydro-naphthalene-2-ylethynyl)phenyl]acetic acid methyl ester), COC(CC1=C(C=C(C=C1)C#CC1=CC=2C(CCC(C2C=C1)=O)(C)C)F)=O ([2-fluoro-4-(8,8-dimethyl-5-oxo-5,6,7,8-tetrahydro-naphthalene-2-ylethynyl)phenyl]acetic acid methyl ester), O.[OH-].[Li+] (lithium hydroxide monohydrate). Solvent: C(C)(=O)OCC (ethyl acetate), O (water), CCCCCC (hexane). The product is FC1=C(C=CC(=C1)C#CC1=CC=2C(CCC(C2C=C1)=O)(C)C)CC(=O)O ([2-Fluoro-4-(8,8-dimethyl-5-oxo-5,6,7,8-tetrahydro-naphthalene-2-yl-ethynyl)phenyl]-acetic acid), solid. Yield: 41.0%. Reaction SMILES: C[O:2][C:3](=[O:27])[CH2:4][C:5]1[CH:10]=[CH:9][C:8]([C:11]#[C:12][C:13]2[CH:22]=[CH:21][C:20]3[C:19](=[O:23])[CH2:18][CH2:17][C:16]([CH3:25])([CH3:24])[C:15]=3[CH:14]=2)=[CH:7][C:6]=1[F:26].CO.O1CCCC1.O.[OH-].[Li+]>CCCCCC.C(OCC)(=O)C.O>[F:26][C:6]1[CH:7]=[C:8]([C:11]#[C:12][C:13]2[CH:22]=[CH:21][C:20]3[C:19](=[O:23])[CH2:18][CH2:17][C:16]([CH3:25])([CH3:24])[C:15]=3[CH:14]=2)[CH:9]=[CH:10][C:5]=1[CH2:4][C:3]([OH:27])=[O:2] |f:3.4.5|. Reported procedure: Following general procedure J and using [2-fluoro-4-(8,8-dimethyl-5-oxo-5,6,7,8-tetrahydro-naphthalene-2-ylethynyl)phenyl]acetic acid methyl ester (Compound 14, 0.18 g, 0.48 mmol), methanol (4 mL), tetrahydrofuran (8 mL), water (2 mL) and lithium hydroxide monohydrate (0.2 g, 4.76 mmol) followed by flash column chromatography over silica gel (230-400 mesh) using 50-100% ethyl acetate in hexane as the eluent, the title compound was obtained as a dirty white solid (0.068 g, 41%). Product: CCCc1nc2c(Cl)cc(-c3nc4ccccc4n3C)cc2n1Cc1ccc(-c2ccccc2C(=O)O)cc1. Reaction SMILES: [CH2:1]([CH2:2][CH3:3])[c:4]1[n:5][c:6]2[c:7]([n:8]1[CH2:9][c:10]1[cH:11][cH:12][c:13](-[c:16]3[c:17]([C:22](=[O:23])[O:24][C:25]([CH3:26])([CH3:27])[CH3:28])[cH:18][cH:19][cH:20][cH:21]3)[cH:14][cH:15]1)[cH:29][c:30](-[c:34]1[n:35][c:36]3[c:37]([n:38]1[CH3:39])[cH:40][cH:41][cH:42][cH:43]3)[cH:31][c:32]2[Cl:33].[CH2:51]([Cl:52])[Cl:53].[OH:44][C:45]([C:46]([F:47])([F:48])[F:49])=[O:50]>>[CH2:1]([CH2:2][CH3:3])[c:4]1[n:5][c:6]2[c:7]([n:8]1[CH2:9][c:10]1[cH:11][cH:12][c:13](-[c:16]3[c:17]([C:22](=[O:23])[OH:24])[cH:18][cH:19][cH:20][cH:21]3)[cH:14][cH:15]1)[cH:29][c:30](-[c:34]1[n:35][c:36]3[c:37]([n:38]1[CH3:39])[cH:40][cH:41][cH:42][cH:43]3)[cH:31][c:32]2[Cl:33]. Reactants: CCCc1nc2c(Cl)cc(-c3nc4ccccc4n3C)cc2n1Cc1ccc(-c2ccccc2C(=O)OC(C)(C)C)cc1, ClCCl, O=C(O)C(F)(F)F. Starting materials: CN(CCBr)C(c1ccccc1)(c1ccccc1)c1ccccc1, O=C([O-])O, CC(=O)CC(C)C, OC(c1ccc(F)cc1)(c1ccc(F)cc1)C1CCNCC1, [Na+]. Yields the product CN(CCN1CCC(C(O)(c2ccc(F)cc2)c2ccc(F)cc2)CC1)C(c1ccccc1)(c1ccccc1)c1ccccc1. Reaction SMILES: [Br:23][CH2:24][CH2:25][N:26]([C:27]([c:28]1[cH:29][cH:30][cH:31][cH:32][cH:33]1)([c:34]1[cH:35][cH:36][cH:37][cH:38][cH:39]1)[c:40]1[cH:41][cH:42][cH:43][cH:44][cH:45]1)[CH3:46].[C:47](=[O:48])([OH:49])[O-:50].[CH2:52]([C:53]([CH3:54])=[O:55])[CH:56]([CH3:57])[CH3:58].[F:1][c:2]1[cH:3][cH:4][c:5]([C:8]([OH:9])([CH:10]2[CH2:11][CH2:12][NH:13][CH2:14][CH2:15]2)[c:16]2[cH:17][cH:18][c:19]([F:22])[cH:20][cH:21]2)[cH:6][cH:7]1.[Na+:51]>>[F:1][c:2]1[cH:3][cH:4][c:5]([C:8]([OH:9])([CH:10]2[CH2:11][CH2:12][N:13]([CH2:24][CH2:25][N:26]([C:27]([c:28]3[cH:29][cH:30][cH:31][cH:32][cH:33]3)([c:34]3[cH:35][cH:36][cH:37][cH:38][cH:39]3)[c:40]3[cH:41][cH:42][cH:43][cH:44][cH:45]3)[CH3:46])[CH2:14][CH2:15]2)[c:16]2[cH:17][cH:18][c:19]([F:22])[cH:20][cH:21]2)[cH:6][cH:7]1. Starting materials: CCOC(=O)C1CN(C(C)c2ccccc2)CC1c1ccsc1, Cl. Product: CC(c1ccccc1)N1CC(C(=O)O)C(c2ccsc2)C1. RXN SMILES: [CH2:1]([CH3:2])[O:3][C:4](=[O:5])[CH:6]1[CH2:7][N:8]([CH:16]([CH3:17])[c:18]2[cH:19][cH:20][cH:21][cH:22][cH:23]2)[CH2:9][CH:10]1[c:11]1[cH:12][s:13][cH:14][cH:15]1.[ClH:24]>>[O:3]=[C:4]([OH:5])[CH:6]1[CH2:7][N:8]([CH:16]([CH3:17])[c:18]2[cH:19][cH:20][cH:21][cH:22][cH:23]2)[CH2:9][CH:10]1[c:11]1[cH:12][s:13][cH:14][cH:15]1.